This data is from the Open Reaction Database (ORD), a public repository of structured organic reaction records. The task is: describe an organic reaction: reactants, conditions, products, and yield Reactants: Intermediate 86, C(=O)[O-].[NH4+] (ammonium formate), [N+](=O)([O-])C1=CC=C(C=C1)N1C=NC(=C1)C(=O)OCC (ethyl 1-(4-nitrophenyl)-1H-imidazole-4-carboxylate). The reagents and catalysts are [Pd] (Palladium(0)). Solvent: C(C)O (ethanol). The product is NC1=CC=C(C=C1)N1C=NC(=C1)C(=O)OCC (ethyl 1-(4-aminophenyl)-1H-imidazole-4-carboxylate). Isolated yield 85.0%. Reaction SMILES: [N+:1]([C:4]1[CH:9]=[CH:8][C:7]([N:10]2[CH:14]=[C:13]([C:15]([O:17][CH2:18][CH3:19])=[O:16])[N:12]=[CH:11]2)=[CH:6][CH:5]=1)([O-])=O.C([O-])=O.[NH4+]>C(O)C.[Pd]>[NH2:1][C:4]1[CH:5]=[CH:6][C:7]([N:10]2[CH:14]=[C:13]([C:15]([O:17][CH2:18][CH3:19])=[O:16])[N:12]=[CH:11]2)=[CH:8][CH:9]=1 |f:1.2|. Procedure details: Palladium(0) (10% w/w on carbon, 50% wet, 1.25 g, 47.8 mmol) was added to a solution of ethyl 1-(4-nitrophenyl)-1H-imidazole-4-carboxylate (for a preparation see Intermediate 86) (12.5 g, 47.8 mmol) and ammonium formate (7.54 g, 120 mmol) in ethanol (250 mL). The reaction mixture was refluxed for 4 h then cooled to room temperature and filtered through celite. The solvent was removed in vacuo to give ethyl 1-(4-aminophenyl)-1H-imidazole-4-carboxylate (9.41 g, 40.7 mmol, 85%) as a colourless oil. Reactants: C=CCOc1ccc(OCC(=O)OCC)c(C(=O)NCc2ccc(Br)cc2F)c1, C1COCCO1, C1CCNC1, CCOC(C)=O. The product is CCOC(=O)COc1ccc(O)cc1C(=O)NCc1ccc(Br)cc1F. As a reaction SMILES: [CH2:1]([CH3:2])[O:3][C:4]([CH2:5][O:6][c:7]1[c:8]([C:17]([NH:18][CH2:19][c:20]2[c:21]([F:27])[cH:22][c:23]([Br:26])[cH:24][cH:25]2)=[O:28])[cH:9][c:10]([O:13][CH2:14][CH:15]=[CH2:16])[cH:11][cH:12]1)=[O:29].[CH2:30]1[O:31][CH2:32][CH2:33][O:34][CH2:35]1.[CH2:36]1[CH2:37][NH:38][CH2:39][CH2:40]1.[CH3:41][CH2:42][O:43][C:44](=[O:45])[CH3:46]>>[CH2:1]([CH3:2])[O:3][C:4]([CH2:5][O:6][c:7]1[c:8]([C:17]([NH:18][CH2:19][c:20]2[c:21]([F:27])[cH:22][c:23]([Br:26])[cH:24][cH:25]2)=[O:28])[cH:9][c:10]([OH:13])[cH:11][cH:12]1)=[O:29]. The reactants are C1(=CC=CC2=CC=CC=C12)CC(=O)O (1-naphthylacetic acid), CC=1C=CC(=CC1)S(=O)(=O)O (PTSA), C(COCCO)O (diethylene glycol). Conditions: temperature 120 celsius, time 1 hour. Yields the product C1(=CC=CC2=CC=CC=C12)CC(=O)OCCOCCO ((2-Hydroxyethoxy)-ethyl (1-naphthyl)-acetate). Yield: 74.6%. RXN SMILES: [C:1]1([CH2:11][C:12]([OH:14])=[O:13])[C:10]2[C:5](=[CH:6][CH:7]=[CH:8][CH:9]=2)[CH:4]=[CH:3][CH:2]=1.CC1C=CC(S(O)(=O)=O)=CC=1.[CH2:26]([OH:32])[CH2:27][O:28][CH2:29][CH2:30]O>>[C:1]1([CH2:11][C:12]([O:14][CH2:30][CH2:29][O:28][CH2:27][CH2:26][OH:32])=[O:13])[C:10]2[C:5](=[CH:6][CH:7]=[CH:8][CH:9]=2)[CH:4]=[CH:3][CH:2]=1. Reported procedure: A mixture of 1-naphthylacetic acid (5) (2.0 g, 0.011 mol), PTSA (200 mg, 1.1 mmol), and diethylene glycol (6) (8 ml, 72.8 mmol) was stirred at 120° C. under N2. The reaction mixture became homogeneous after 1 h, and the stirring was continued for 15 h. After the reaction was completed (confirmed by TLC), the reaction mixture was poured into 50 ml of icewater mixture. The aqueous reaction mixture was extracted by EtOAc (3×50 ml) and dried over anhydrous MgSO4. The crude product was purified by co...